This data is from the Open Reaction Database (ORD), a public repository of structured organic reaction records. The task is: describe an organic reaction: reactants, conditions, products, and yield Starting materials: BrCC#N (Bromoacetonitrile), [H-].[Na+] (NaH), ice, OC1CN(C1)C(=O)OC(C)(C)C (tert-butyl 3-hydroxyazetidine-1-carboxylate), [H-].[Na+] (NaH), BrCC#N (bromoacetonitrile), BrCC#N (bromoacetonitrile). Run in C1CCOC1 (THF). Reaction conditions: time 15 minute. Yields the product C(#N)COC1CN(C1)C(=O)OC(C)(C)C (tert-Butyl 3-(cyanomethoxy)azetidine-1-carboxylate). Yield: 41.8%. As a reaction SMILES: [H-].[Na+].[OH:3][CH:4]1[CH2:7][N:6]([C:8]([O:10][C:11]([CH3:14])([CH3:13])[CH3:12])=[O:9])[CH2:5]1.Br[CH2:16][C:17]#[N:18]>C1COCC1>[C:17]([CH2:16][O:3][CH:4]1[CH2:5][N:6]([C:8]([O:10][C:11]([CH3:14])([CH3:13])[CH3:12])=[O:9])[CH2:7]1)#[N:18] |f:0.1|. Procedure: NaH (60% dispersion in mineral oil, 276 mg, 6.89 mmol) was added to an ice cold solution of tert-butyl 3-hydroxyazetidine-1-carboxylate (0.92 mg, 5.30 mmol) in THF (8 mL) and stirred for 15 mins. Bromoacetonitrile (0.52 mL, 7.43 mmol) was added dropwise and the reaction mixture allowed to warm to room temperature. After 2.5 h, bromoacetonitrile (0.074 mL, 1.06 mmol) was added and the reaction mixture stirred at rt. After 17 h, NaH (60% dispersion in mineral oil, 0.085 mg, 2.12 mmol) and bromoace... The reactants are O, O=[N+]([O-])O, O=c1[nH]c2ccccc2o1. Product: O=c1[nH]c2ccc([N+](=O)[O-])cc2o1. Reaction SMILES: [OH2:15].[OH:11][N+:12]([O-:13])=[O:14].[o:1]1[c:2](=[O:10])[nH:3][c:4]2[c:5]1[cH:6][cH:7][cH:8][cH:9]2>>[o:1]1[c:2](=[O:10])[nH:3][c:4]2[c:5]1[cH:6][c:7]([N+:12](=[O:11])[O-:13])[cH:8][cH:9]2. Reactants: CI, CO, O=S(=O)(NCC(O)CN1CCCC1)c1cccc2ccccc12. Product: [I-], C[N+]1(CC(O)CNS(=O)(=O)c2cccc3ccccc23)CCCC1. Reaction SMILES: [CH3:24][I:25].[CH3:26][OH:27].[OH:1][CH:2]([CH2:3][N:4]1[CH2:5][CH2:6][CH2:7][CH2:8]1)[CH2:9][NH:10][S:11](=[O:12])(=[O:13])[c:14]1[cH:15][cH:16][cH:17][c:18]2[cH:19][cH:20][cH:21][cH:22][c:23]12>>[I-:25].[OH:1][CH:2]([CH2:3][N+:4]1([CH3:24])[CH2:5][CH2:6][CH2:7][CH2:8]1)[CH2:9][NH:10][S:11](=[O:12])(=[O:13])[c:14]1[cH:15][cH:16][cH:17][c:18]2[cH:19][cH:20][cH:21][cH:22][c:23]12. Reactants: [H-].[Na+] (sodium hydride), solution, IC (iodomethane), C(C#CC)O (2-butyn-1-ol), [H-].[Na+] (sodium hydride), [Cl-].[NH4+] (ammonium chloride), solution, ClC1=NC=NC(=C1)OC(C(C)(C)O)C (4-chloro-6-(2-hydroxy-1,2-dimethylpropyloxy)pyrimidine), solution. Solvent: O1CCCC1 (tetrahydrofuran), O1CCCC1 (tetrahydrofuran), O1CCCC1 (tetrahydrofuran). Run at time 10 minute. The product is C(C#CC)OC1=NC=NC(=C1)OC(C(C)(C)OC)C (4-(2-butynyloxy)-6-(2-methoxy-1,2-dimethylpropyloxy)pyrimidine). Yield: 19.5%. RXN SMILES: [H-].[Na+].Cl[C:4]1[CH:9]=[C:8]([O:10][CH:11]([CH3:16])[C:12]([OH:15])([CH3:14])[CH3:13])[N:7]=[CH:6][N:5]=1.I[CH3:18].[CH2:19]([OH:23])[C:20]#[C:21][CH3:22].[Cl-].[NH4+]>O1CCCC1>[CH2:19]([O:23][C:4]1[CH:9]=[C:8]([O:10][CH:11]([CH3:16])[C:12]([O:15][CH3:18])([CH3:14])[CH3:13])[N:7]=[CH:6][N:5]=1)[C:20]#[C:21][CH3:22] |f:0.1,5.6|. Procedure: In 2 ml of tetrahydrofuran was suspended 0.03 g of sodium hydride (60% in oil), to which 0.3 ml of a solution containing 0.26 g of 4-chloro-6-(2-hydroxy-1,2-dimethylpropyloxy)pyrimidine was added dropwise at room temperature, followed by stirring for 10 minutes. To this was added dropwise 0.3 ml of a solution containing 0.11 g of iodomethane in tetrahydrofuran, followed by further stirring at the same temperature for 4 hours. To this was added dropwise 0.3 ml of a solution containing 0.06 g of 2... Starting materials: COCCOC, CI, Cc1ccc([N+](=O)[O-])cc1N, [H-], [Na+], O. Yields the product CNc1cc([N+](=O)[O-])ccc1C. Reaction SMILES: [CH2:17]([CH2:18][O:19][CH3:20])[O:21][CH3:22].[CH3:14][I:15].[CH3:3][c:4]1[c:5]([NH2:13])[cH:6][c:7]([N+:10](=[O:11])[O-:12])[cH:8][cH:9]1.[H-:2].[Na+:1].[OH2:16]>>[CH3:3][c:4]1[c:5]([NH:13][CH3:14])[cH:6][c:7]([N+:10](=[O:11])[O-:12])[cH:8][cH:9]1.